describe an organic reaction: reactants, conditions, products, and yield From a dataset of the Open Reaction Database (ORD), a public repository of structured organic reaction records. Procedure details: To a solution of methyl P-methyl-2-nitro-5-ethylthiophenylphosphinate (3.6 g) in 5% aqueous acetic acid (40 ml) is added 3.0 g of iron by portions at reflux temperature. After addition is complete, the mixture is heated under reflux for another 2 hours. The reaction mixture is filtered and the filtrate is extracted with methylene chloride (3×). The combined extracts are washed, dried and concentrated to dryness to yield methyl P-methyl-2-amino-5-ethylthiophenylphosphinate. Solvent: C(C)(=O)O (acetic acid). Reaction SMILES: [CH3:1][P:2]([C:6]1[CH:11]=[C:10]([S:12][CH2:13][CH3:14])[CH:9]=[CH:8][C:7]=1[N+:15]([O-])=O)(=[O:5])[O:3][CH3:4]>C(O)(=O)C.[Fe]>[CH3:1][P:2]([C:6]1[CH:11]=[C:10]([S:12][CH2:13][CH3:14])[CH:9]=[CH:8][C:7]=1[NH2:15])(=[O:5])[O:3][CH3:4]. Starting materials: CP(OC)(=O)C1=C(C=CC(=C1)SCC)[N+](=O)[O-] (methyl P-methyl-2-nitro-5-ethylthiophenylphosphinate). The reagents and catalysts are [Fe] (iron). Yields the product CP(OC)(=O)C1=C(C=CC(=C1)SCC)N (methyl P-methyl-2-amino-5-ethylthiophenylphosphinate). Starting materials: NC1=NC2=CC(=CC=C2C(=C1)C1=CC=CC=C1)SC=1C=C(C=CC1)C1(CCOCC1)C#N (4-[3-(2-Amino-4-phenyl-quinolin-7-ylsulfanyl)-phenyl]-tetrahydro-pyran-4-carbonitrile), ClCC=O (chloroacetaldehyde), O1CCOCC1 (1,4-dioxane). Reagents/catalysts: C(=O)(O)[O-].[Na+] (NaHCO3). Solvent: O (water). Reaction conditions: temperature 70 celsius. Product: C1(=CC=CC=C1)C1=CC=2N(C3=CC(=CC=C13)SC=1C=C(C=CC1)C1(CCOCC1)O)C=CN2 (4-[3-(5-Phenyl-imidazo[1,2-a]quinolin-8-ylsulfanyl)-phenyl]-tetrahydro-pyran-4-ol). As a reaction SMILES: [NH2:1][C:2]1[CH:11]=[C:10]([C:12]2[CH:17]=[CH:16][CH:15]=[CH:14][CH:13]=2)[C:9]2[C:4](=[CH:5][C:6]([S:18][C:19]3[CH:20]=[C:21]([C:25]4(C#N)[CH2:30][CH2:29][O:28][CH2:27][CH2:26]4)[CH:22]=[CH:23][CH:24]=3)=[CH:7][CH:8]=2)[N:3]=1.Cl[CH2:34][CH:35]=O.[O:37]1CCOCC1>O.C([O-])(O)=O.[Na+]>[C:12]1([C:10]2[C:9]3[C:4](=[CH:5][C:6]([S:18][C:19]4[CH:20]=[C:21]([C:25]5([OH:37])[CH2:30][CH2:29][O:28][CH2:27][CH2:26]5)[CH:22]=[CH:23][CH:24]=4)=[CH:7][CH:8]=3)[N:3]3[CH:34]=[CH:35][N:1]=[C:2]3[CH:11]=2)[CH:13]=[CH:14][CH:15]=[CH:16][CH:17]=1 |f:4.5|. Procedure details: To 1t (78 mg, 0.18 mmol) in 1,4-dioxane (3 mL) and water (1 mL) was added chloroacetaldehyde (50 wt %, 0.04 mL, 0.27 mmol) and saturated aqueous NaHCO3 (2 drops), and the reaction was heated to 70° C. until no starting material was seen by tlc analysis. The mixture was concentrated and purified by preparative HPLC to give the desired product, 1u. Starting materials: C(C)C=1C=C(C=CC1CC)CCCC(=O)O (4-(3',4'-diethylphenyl) butanoic acid), S(O)(O)(=O)=O (sulphuric acid). The product is C(C)C=1C=C2CCCC(C2=CC1CC)=O (6,7-Diethyl-1-tetralone). As a reaction SMILES: [CH2:1]([C:3]1[CH:4]=[C:5]([CH2:11][CH2:12][CH2:13][C:14]([OH:16])=O)[CH:6]=[CH:7][C:8]=1[CH2:9][CH3:10])[CH3:2].S(=O)(=O)(O)O>>[CH2:1]([C:3]1[CH:4]=[C:5]2[C:6](=[CH:7][C:8]=1[CH2:9][CH3:10])[C:14](=[O:16])[CH2:13][CH2:12][CH2:11]2)[CH3:2]. Procedure: Alternatively 4-(3',4'-diethylphenyl) butanoic acid (23.3 g; 0.106 mole) may be cyclised by stirring at 100° C. with 80% sulphuric acid (115 ml) for 11/2 hours. After dilution, extraction into ether, and distillation 15.83 g (74%) of the tetralone was obtained.